This data is from the Open Reaction Database (ORD), a public repository of structured organic reaction records. The task is: describe an organic reaction: reactants, conditions, products, and yield The reactants are Cl (hydrogen chloride), C(C)(C)(C)OC(=O)N1CCN(CC1)C1=CC=C(C=C1)NC(=O)C=1N=C(OC1C(F)(F)F)C1=CC=CC=C1 (4-{4-[(2-Phenyl-5-trifluoromethyl-oxazole-4-carbonyl)-amino]-phenyl}-piperazine-1-carboxylic acid tert-butyl ester). The solvent is O1CCOCC1 (dioxane). Conditions: time 30 minute. Yields the product Cl.N1(CCNCC1)C1=CC=C(C=C1)NC(=O)C=1N=C(OC1C(F)(F)F)C1=CC=CC=C1 (2-phenyl-5-trifluoromethyl-oxazole-4-carboxylic acid (4-piperazin-1-yl-phenyl)-amide hydrochloride). RXN SMILES: [ClH:1].C(OC([N:9]1[CH2:14][CH2:13][N:12]([C:15]2[CH:20]=[CH:19][C:18]([NH:21][C:22]([C:24]3[N:25]=[C:26]([C:33]4[CH:38]=[CH:37][CH:36]=[CH:35][CH:34]=4)[O:27][C:28]=3[C:29]([F:32])([F:31])[F:30])=[O:23])=[CH:17][CH:16]=2)[CH2:11][CH2:10]1)=O)(C)(C)C>O1CCOCC1>[ClH:1].[N:12]1([C:15]2[CH:20]=[CH:19][C:18]([NH:21][C:22]([C:24]3[N:25]=[C:26]([C:33]4[CH:38]=[CH:37][CH:36]=[CH:35][CH:34]=4)[O:27][C:28]=3[C:29]([F:31])([F:30])[F:32])=[O:23])=[CH:17][CH:16]=2)[CH2:13][CH2:14][NH:9][CH2:10][CH2:11]1 |f:3.4|. Procedure details: A solution of dioxane (10 mL) that was saturated with hydrogen chloride gas was added to 4-{4-[(2-Phenyl-5-trifluoromethyl-oxazole-4-carbonyl)-amino]-phenyl}-piperazine-1-carboxylic acid tert-butyl ester (300 mg, 0.581 mmol). The reaction mixture was stirred for 30 minutes at room temperature and then the volatiles were evaporated under reduced pressure. The residue was triturated with diethyl ether to yield 2-phenyl-5-trifluoromethyl-oxazole-4-carboxylic acid (4-piperazin-1-yl-phenyl)-amide hyd... The reactants are CCO, [Cl-], O=[N+]([O-])c1ccc2c(Cl)nnc(Cl)c2c1, [Fe], [NH4+]. Yields the product Nc1ccc2c(Cl)nnc(Cl)c2c1. As a reaction SMILES: [CH3:19][CH2:20][OH:21].[Cl-:16].[Cl:1][c:2]1[n:3][n:4][c:5]([Cl:15])[c:6]2[cH:7][c:8]([N+:12]([O-:13])=[O:14])[cH:9][cH:10][c:11]12.[Fe:18].[NH4+:17]>>[Cl:1][c:2]1[n:3][n:4][c:5]([Cl:15])[c:6]2[cH:7][c:8]([NH2:12])[cH:9][cH:10][c:11]12.